This data is from the Open Reaction Database (ORD), a public repository of structured organic reaction records. The task is: describe an organic reaction: reactants, conditions, products, and yield The reactants are C1(=CC=CC=C1)CC(=S)O (2-phenylthioacetic acid), S(=O)(Cl)Cl (thionyl chloride). Reaction conditions: temperature 40 celsius, time 3 hour. Yields the product C1(=CC=CC=C1)CC(=S)Cl (2-phenylthioacetyl chloride). Yield: 91.8%. Reaction SMILES: [C:1]1([CH2:7][C:8](O)=[S:9])[CH:6]=[CH:5][CH:4]=[CH:3][CH:2]=1.S(Cl)([Cl:13])=O>>[C:1]1([CH2:7][C:8]([Cl:13])=[S:9])[CH:6]=[CH:5][CH:4]=[CH:3][CH:2]=1. Reported procedure: A quantity of 762 g (4.536 mol) of 2-phenylthioacetic acid is stirred at room temperature for 3 hours with thionyl chloride (375 ml, 5.14 mol), then stirred at 40° C. for 3 hours. Rotary evaporation followed by bulb-to-bulb distillation gives 777 g (4.166 mol, 92%) of 2-phenylthioacetyl chloride.